From a dataset of the Open Reaction Database (ORD), a public repository of structured organic reaction records. describe an organic reaction: reactants, conditions, products, and yield Starting materials: FC1=C(C(=CC=C1)C)NC(=O)[C@@H]1CC=2C(=NC=CC2)N1C([C@H](C1CCOCC1)NC([C@H](C)N(C(OC(C)(C)C)=O)C)=O)=O (tert-butyl (S)-1-((S)-2-((S)-2-(2-fluoro-6-methylphenylcarbamoyl)-2,3-dihydro-1H-pyrrolo[2,3-b]pyridin-1-yl)-2-oxo-1-(tetrahydro-2H-pyran-4-yl)ethylamino)-1-oxopropan-2-yl(methyl)carbamate), C(=O)(C(F)(F)F)O (TFA). Solvent: C(Cl)Cl (DCM). Conditions: time 30 minute. Product: FC1=C(C(=CC=C1)C)NC(=O)[C@@H]1CC=2C(=NC=CC2)N1C([C@H](C1CCOCC1)NC([C@H](C)NC)=O)=O ((S)-1-[(S)-2-((S)-2-methylamino-propionylamino)-2-(tetrahydro-pyran-4-yl)-acetyl]-2,3-dihydro-1H-pyrrolo[2,3-b]pyridine-2-carboxylic acid (2-fluoro-6-methyl-phenyl)-amide). Isolated yield 52.0%. Reaction SMILES: [F:1][C:2]1[CH:7]=[CH:6][CH:5]=[C:4]([CH3:8])[C:3]=1[NH:9][C:10]([C@H:12]1[N:20]([C:21](=[O:43])[C@@H:22]([NH:29][C:30](=[O:42])[C@@H:31]([N:33](C)[C:34](=O)OC(C)(C)C)[CH3:32])[CH:23]2[CH2:28][CH2:27][O:26][CH2:25][CH2:24]2)[C:15]2=[N:16][CH:17]=[CH:18][CH:19]=[C:14]2[CH2:13]1)=[O:11].C(O)(C(F)(F)F)=O>C(Cl)Cl>[F:1][C:2]1[CH:7]=[CH:6][CH:5]=[C:4]([CH3:8])[C:3]=1[NH:9][C:10]([C@H:12]1[N:20]([C:21](=[O:43])[C@@H:22]([NH:29][C:30](=[O:42])[C@@H:31]([NH:33][CH3:34])[CH3:32])[CH:23]2[CH2:28][CH2:27][O:26][CH2:25][CH2:24]2)[C:15]2=[N:16][CH:17]=[CH:18][CH:19]=[C:14]2[CH2:13]1)=[O:11]. Procedure details: In a 50 mL round-bottomed flask, tert-butyl (S)-1-((S)-2-((S)-2-(2-fluoro-6-methylphenylcarbamoyl)-2,3-dihydro-1H-pyrrolo[2,3-b]pyridin-1-yl)-2-oxo-1-(tetrahydro-2H-pyran-4-yl)ethylamino)-1-oxopropan-2-yl(methyl)carbamate (30 mg, 50.2 μmol, Eq: 1.00) was combined with DCM (3 mL) to give a colorless solution. TFA (1 mL, 13.0 mmol, Eq: 259) was added and the reaction was stirred at rt for 30 min. The reaction mixture was concentrated in vacuo and the residue was treated with saturated aqueous NaHC... Reactants: CS(C)=O, ClCCOCCCl, N#CCc1ccc(F)c(F)c1F, [H-], [Na+], O. Product: N#CC1(c2ccc(F)c(F)c2F)CCOCC1. Reaction SMILES: [CH3:15][S:16](=[O:17])[CH3:18].[Cl:19][CH2:20][CH2:21][O:22][CH2:23][CH2:24][Cl:25].[F:1][c:2]1[c:3]([CH2:10][C:11]#[N:12])[cH:4][cH:5][c:6]([F:9])[c:7]1[F:8].[H-:13].[Na+:14].[OH2:26]>>[F:1][c:2]1[c:3]([C:10]2([C:11]#[N:12])[CH2:20][CH2:21][O:22][CH2:23][CH2:24]2)[cH:4][cH:5][c:6]([F:9])[c:7]1[F:8]. The reagents and catalysts are C(=O)([O-])[O-].[Cs+].[Cs+], C1=CC=C(C=C1)P(C2=CC=CC=C2)C3=C(C4=CC=CC=C4C=C3)C5=C(C=CC6=CC=CC=C65)P(C7=CC=CC=C7)C8=CC=CC=C8, CC(=O)O.CC(=O)O.[Pd]. Product: CCN1CCN(CC1)C2=C3C4=CC=CC=C4SC3=C(C=C2)C5=CC=CC6=C5OC(=CC6=O)N7CCOCC7. Procedure details: 8-(1-iododibenzo[b,d]thiophen-4-yl)-2-morpholino-4H-chromen-4-one (2 g, 3.71 mmol), 2,2'-BIS(DIPHENYLPHOSPHINO)-1,1'-BINAPHTHYL (0.462 g, 0.74 mmol), CESIUM CARBONATE (3.62 g, 11.12 mmol) and PALLADIUM (II) ACETATE (0.166 g, 0.74 mmol) were weighed out in a flask and inerted with argon. toluene (25 ml) and 1-ethylpiperazine (0.942 ml, 7.42 mmol) were added and the mixture was degassed several times with argon. The reaction was stirred at 110 °C (bath) for 2 hours.  The reaction was incomplete. 2... Isolated yield 48.7%. Reaction conditions: temperature 110 celsius. Solvent: CC1=CC=CC=C1. Starting materials: CCN1CCNCC1, C1COCCN1C2=CC(=O)C3=C(O2)C(=CC=C3)C4=C5C(=C(C=C4)I)C6=CC=CC=C6S5.